Dataset: the Open Reaction Database (ORD), a public repository of structured organic reaction records. Task: describe an organic reaction: reactants, conditions, products, and yield Reactants: CC(C)C[AlH]CC(C)C, COC(=O)c1cc2ccccc2cn1, C1CCOC1. Yields the product O=Cc1cc2ccccc2cn1. RXN SMILES: [CH3:15][CH:16]([CH2:17][AlH:18][CH2:19][CH:20]([CH3:21])[CH3:22])[CH3:23].[CH3:1][O:2][C:3](=[O:4])[c:5]1[n:6][cH:7][c:8]2[cH:9][cH:10][cH:11][cH:12][c:13]2[cH:14]1.[O:24]1[CH2:25][CH2:26][CH2:27][CH2:28]1>>[O:2]=[CH:3][c:5]1[n:6][cH:7][c:8]2[cH:9][cH:10][cH:11][cH:12][c:13]2[cH:14]1. Starting materials: ClC1=C(C=C(C(=O)O)C=C1)C(C)(C)C#N (4-chloro-3-(1-cyano-1-methylethyl)benzoic acid), C(C(=O)Cl)(=O)Cl (oxalyl chloride), CN(C=O)C (N,N-dimethylformamide), NC=1C=C(OC2=C(C3=C(N=C(S3)NC(C)=O)C=C2)C#N)C=CC1 (N-[6-(3-Aminophenoxy)-7-cyano-1,3-benzothiazol-2-yl]acetamide). The solvent is O1CCCC1 (tetrahydrofuran), C(C)(=O)OCC (ethyl acetate). Run at time 1 hour. Yields the product C(C)(=O)NC=1SC2=C(N1)C=CC(=C2C#N)OC=2C=C(C=CC2)NC(C2=CC(=C(C=C2)Cl)C(C)(C)C#N)=O (N-(3-{[2-(acetylamino)-7-cyano-1,3-benzothiazol-6-yl]oxy}phenyl)-4-chloro-3-(1-cyano-1-methylethyl)benzamide). The yield is 66.2%. RXN SMILES: [Cl:1][C:2]1[CH:10]=[CH:9][C:5]([C:6]([OH:8])=O)=[CH:4][C:3]=1[C:11]([C:14]#[N:15])([CH3:13])[CH3:12].C(Cl)(=O)C(Cl)=O.CN(C)C=O.[NH2:27][C:28]1[CH:29]=[C:30]([CH:47]=[CH:48][CH:49]=1)[O:31][C:32]1[CH:44]=[CH:43][C:35]2[N:36]=[C:37]([NH:39][C:40](=[O:42])[CH3:41])[S:38][C:34]=2[C:33]=1[C:45]#[N:46]>O1CCCC1.C(OCC)(=O)C>[C:40]([NH:39][C:37]1[S:38][C:34]2[C:33]([C:45]#[N:46])=[C:32]([O:31][C:30]3[CH:29]=[C:28]([NH:27][C:6](=[O:8])[C:5]4[CH:9]=[CH:10][C:2]([Cl:1])=[C:3]([C:11]([C:14]#[N:15])([CH3:13])[CH3:12])[CH:4]=4)[CH:49]=[CH:48][CH:47]=3)[CH:44]=[CH:43][C:35]=2[N:36]=1)(=[O:42])[CH3:41]. Reported procedure: To a solution of 4-chloro-3-(1-cyano-1-methylethyl)benzoic acid (83 mg, 0.370 mmol) in tetrahydrofuran (2 mL) were added oxalyl chloride (40 μL, 0.462 mmol) and N,N-dimethylformamide (5 μL), and the mixture was stirred at room temperature for 1 hr. The reaction mixture was concentrated under reduced pressure, and the residue was dissolved in N,N-dimethylacetamide (2 mL). N-[6-(3-Aminophenoxy)-7-cyano-1,3-benzothiazol-2-yl]acetamide (100 mg, 0.308 mmol) produced in Example 12(ii) was added to the... Reactants: N1=CC=CC=2CCCC(C12)NCC1=CC=C(CNS(=O)(=O)C2=NC=CC=C2)C=C1 (pyridine-2-sulfonic acid 4-[(5,6,7,8-tetrahydro-quinolin-8-ylamino)-methyl]-benzylamide), C[Si](CCOCN1C(=NC2=C1C=CC=C2)C=O)(C)C (1-(2-trimethylsilanyl-ethoxymethyl)-1H-benzoimidazole-2-carbaldehyde), [BH-](OC(=O)C)(OC(=O)C)OC(=O)C.[Na+] (NaBH(OAc)3). The product is N1=CC=CC=2CCCC(C12)N(CC1=NC2=C(N1COCC[Si](C)(C)C)C=CC=C2)CC2=CC=C(CNS(=O)(=O)C1=NC=CC=C1)C=C2 (Pyridine-2-sulfonic acid 4-({(5,6,7,8-tetrahydro-quinolin-8-yl)-[1-(2-trime thylsilanyl-ethoxymethyl)-1H-benzoimidazol-2-ylmethyl]-amino}-methyl)-benzylamide). Yield: 40.8%. Reaction SMILES: [N:1]1[C:10]2[CH:9]([NH:11][CH2:12][C:13]3[CH:29]=[CH:28][C:16]([CH2:17][NH:18][S:19]([C:22]4[CH:27]=[CH:26][CH:25]=[CH:24][N:23]=4)(=[O:21])=[O:20])=[CH:15][CH:14]=3)[CH2:8][CH2:7][CH2:6][C:5]=2[CH:4]=[CH:3][CH:2]=1.[CH3:30][Si:31]([CH3:48])([CH3:47])[CH2:32][CH2:33][O:34][CH2:35][N:36]1[C:40]2[CH:41]=[CH:42][CH:43]=[CH:44][C:39]=2[N:38]=[C:37]1[CH:45]=O.[BH-](OC(C)=O)(OC(C)=O)OC(C)=O.[Na+]>>[N:1]1[C:10]2[CH:9]([N:11]([CH2:12][C:13]3[CH:14]=[CH:15][C:16]([CH2:17][NH:18][S:19]([C:22]4[CH:27]=[CH:26][CH:25]=[CH:24][N:23]=4)(=[O:20])=[O:21])=[CH:28][CH:29]=3)[CH2:45][C:37]3[N:36]([CH2:35][O:34][CH2:33][CH2:32][Si:31]([CH3:30])([CH3:47])[CH3:48])[C:40]4[CH:41]=[CH:42][CH:43]=[CH:44][C:39]=4[N:38]=3)[CH2:8][CH2:7][CH2:6][C:5]=2[CH:4]=[CH:3][CH:2]=1 |f:2.3|. Procedure: Using general procedure B: Reaction of pyridine-2-sulfonic acid 4-[(5,6,7,8-tetrahydro-quinolin-8-ylamino)-methyl]-benzylamide (AMD9426) (150 mg, 0.37 mmol), 1-(2-trimethylsilanyl-ethoxymethyl)-1H-benzoimidazole-2-carbaldehyde (102 mg, 0.37 mmol), and NaBH(OAc)3 (233 mg, 1.10 mmol) for 1 h at room temperature followed by column chromatography on silica gel (CH2Cl2/MeOH/NH4OH 198:1:1) gave the title compound (101 mg, 41%) as a yellow foam. 1H NMR (300 MHz, CD3OD) δ 0.00 (s, 9H), 0.75 (dd, 2H, J=8... Starting materials: C(C)(=O)C(C(=O)NC(C)C=1C(NC(=NN1)CC1=CC=CC2=CC=CC=C12)=O)CCCC1=CC=CC=C1 (2-acetyl-N-{1-[3-(1-naphthylmethyl)-5-oxo-4,5-dihydro-1,2,4-triazin-6-yl]ethyl}-5-phenylpentanamide), P(=O)(Cl)(Cl)Cl (phosphorus oxychloride). Product: C(C)(=O)C(CCCC1=CC=CC=C1)C1=NC(=C2C(NC(=NN21)CC2=CC=CC1=CC=CC=C21)=O)C (7-(1-acetyl-4-phenylbutyl)-5-methyl-2-(1-naphthylmethyl)imidazo[5,1-f][1,2,4]triazin-4(3H)-one). Reaction SMILES: [C:1]([CH:4]([CH2:28][CH2:29][CH2:30][C:31]1[CH:36]=[CH:35][CH:34]=[CH:33][CH:32]=1)[C:5]([NH:7][CH:8]([C:10]1[C:11](=[O:27])[NH:12][C:13]([CH2:16][C:17]2[C:26]3[C:21](=[CH:22][CH:23]=[CH:24][CH:25]=3)[CH:20]=[CH:19][CH:18]=2)=[N:14][N:15]=1)[CH3:9])=O)(=[O:3])[CH3:2].P(Cl)(Cl)(Cl)=O>>[C:1]([CH:4]([C:5]1[N:15]2[C:10]([C:11](=[O:27])[NH:12][C:13]([CH2:16][C:17]3[C:26]4[C:21](=[CH:22][CH:23]=[CH:24][CH:25]=4)[CH:20]=[CH:19][CH:18]=3)=[N:14]2)=[C:8]([CH3:9])[N:7]=1)[CH2:28][CH2:29][CH2:30][C:31]1[CH:36]=[CH:35][CH:34]=[CH:33][CH:32]=1)(=[O:3])[CH3:2]. Procedure: Analogously to Example 1, 80 mg (0.17 mmol) of 2-acetyl-N-{1-[3-(1-naphthylmethyl)-5-oxo-4,5-dihydro-1,2,4-triazin-6-yl]ethyl}-5-phenylpentanamide and 28.0 mg (0.18 mmol) of phosphorus oxychloride are reacted to give 7-(1-acetyl-4-phenylbutyl)-5-methyl-2-(1-naphthylmethyl)imidazo[5,1-f][1,2,4]triazin-4(3H)-one.